Dataset: the Open Reaction Database (ORD), a public repository of structured organic reaction records. Task: describe an organic reaction: reactants, conditions, products, and yield Starting materials: COC(=O)c1ccc(C(=O)N2CCN(c3ncccc3NC(C)C)CC2)cc1, COCCN, CO, O. Product: COCCNC(=O)c1ccc(C(=O)N2CCN(c3ncccc3NC(C)C)CC2)cc1. Reaction SMILES: [CH3:1][O:2][C:3]([c:4]1[cH:5][cH:6][c:7]([C:10](=[O:11])[N:12]2[CH2:13][CH2:14][N:15]([c:18]3[n:19][cH:20][cH:21][cH:22][c:23]3[NH:24][CH:25]([CH3:26])[CH3:27])[CH2:16][CH2:17]2)[cH:8][cH:9]1)=[O:28].[CH3:29][O:30][CH2:31][CH2:32][NH2:33].[CH3:35][OH:36].[OH2:34]>>[C:3]([c:4]1[cH:5][cH:6][c:7]([C:10](=[O:11])[N:12]2[CH2:13][CH2:14][N:15]([c:18]3[n:19][cH:20][cH:21][cH:22][c:23]3[NH:24][CH:25]([CH3:26])[CH3:27])[CH2:16][CH2:17]2)[cH:8][cH:9]1)(=[O:28])[NH:33][CH2:32][CH2:31][O:30][CH3:29]. The reactants are OC1=C(C2=C(OC13CCOCC3)C=CC(=C2)[N+](=O)[O-])C(NC)=S (3-hydroxy-N-methyl-6-nitrospiro[2H-1-benzopyran-2,4'-tetrahydropyran]-4-carbothioamide), O1CCCC1 (tetrahydrofuran), [BH4-].[Na+] (sodium borohydride). Solvent: CO (methanol). Conditions: time 24 hour. The product is OC1C(C2=C(OC13CCOCC3)C=CC(=C2)[N+](=O)[O-])C(NC)=S (3,4-dihydro-3-hydroxy-N-methyl-6-nitrospiro[2H-1-benzopyran-2,4'-tetrahydropyran]-4-carbothioamide). Yield: 45.7%. As a reaction SMILES: [OH:1][C:2]1[C:7]2([CH2:12][CH2:11][O:10][CH2:9][CH2:8]2)[O:6][C:5]2[CH:13]=[CH:14][C:15]([N+:17]([O-:19])=[O:18])=[CH:16][C:4]=2[C:3]=1[C:20](=[S:23])[NH:21][CH3:22].O1CCCC1.[BH4-].[Na+]>CO>[OH:1][CH:2]1[C:7]2([CH2:12][CH2:11][O:10][CH2:9][CH2:8]2)[O:6][C:5]2[CH:13]=[CH:14][C:15]([N+:17]([O-:19])=[O:18])=[CH:16][C:4]=2[CH:3]1[C:20](=[S:23])[NH:21][CH3:22] |f:2.3|. Procedure details: To a mixture of 3.7 g of 3-hydroxy-N-methyl-6-nitrospiro[2H-1-benzopyran-2,4'-tetrahydropyran]-4-carbothioamide, 100 ml of tetrahydrofuran and 100 ml of methanol was added 2.8 g of sodium borohydride (NaBH4) with stirring under ice-cooling, and the mixture was stirred under ice-cooling for 30 minutes and then at room temperature for 24 hours. The reaction solution was vacuum-distilled, water was added therein and the resultant mixture was extracted with methylene chloride. An organic layer was w... Starting materials: CCCCCCCCCCCC(=O)[O-], CCCCCCCCCCCC(=O)[O-], CCCC[Sn+2]CCCC, CCC(C)=O, Cc1ccccc1, Oc1ccc(Cl)c2cccnc12, CCOC(=O)CN=C=O. Yields the product CCOC(=O)CNC(=O)Oc1ccc(Cl)c2cccnc12. Reaction SMILES: [C:22]([O-:23])(=[O:24])[CH2:25][CH2:26][CH2:27][CH2:28][CH2:29][CH2:30][CH2:31][CH2:32][CH2:33][CH2:34][CH3:35].[C:36]([O-:37])(=[O:38])[CH2:39][CH2:40][CH2:41][CH2:42][CH2:43][CH2:44][CH2:45][CH2:46][CH2:47][CH2:48][CH3:49].[CH2:50]([Sn+2:51][CH2:52][CH2:53][CH2:54][CH3:55])[CH2:56][CH2:57][CH3:58].[CH2:59]([C:60]([CH3:61])=[O:62])[CH3:63].[CH3:64][c:65]1[cH:66][cH:67][cH:68][cH:69][cH:70]1.[Cl:1][c:2]1[c:3]2[cH:4][cH:5][cH:6][n:7][c:8]2[c:9]([OH:12])[cH:10][cH:11]1.[N:13](=[C:14]=[O:15])[CH2:16][C:17](=[O:18])[O:19][CH2:20][CH3:21]>>[Cl:1][c:2]1[c:3]2[cH:4][cH:5][cH:6][n:7][c:8]2[c:9]([O:12][C:14]([NH:13][CH2:16][C:17](=[O:18])[O:19][CH2:20][CH3:21])=[O:15])[cH:10][cH:11]1. Starting materials: C(C1=CC=CC=C1)OC=1C=C(C=CC1[N+](=O)[O-])C=CC=1N=C2N(C=CC(=C2)C)C1 (2-[2-(3-benzyloxy-4-nitrophenyl)vinyl]-7-methylimidazo[1,2-a]pyridine), [H][H] (hydrogen). Reagents/catalysts: [Pd] (palladium on carbon). The solvent is CO (methanol), O1CCCC1 (tetrahydrofuran). Product: NC1=C(C=C(C=C1)CCC=1N=C2N(C=CC(=C2)C)C1)O (2-[2-(4-amino-3-hydroxyphenyl)ethyl]-7-methylimidazo[1,2-a]pyridine). RXN SMILES: C([O:8][C:9]1[CH:10]=[C:11]([CH:18]=[CH:19][C:20]2[N:21]=[C:22]3[CH:27]=[C:26]([CH3:28])[CH:25]=[CH:24][N:23]3[CH:29]=2)[CH:12]=[CH:13][C:14]=1[N+:15]([O-])=O)C1C=CC=CC=1.[H][H]>CO.O1CCCC1.[Pd]>[NH2:15][C:14]1[CH:13]=[CH:12][C:11]([CH2:18][CH2:19][C:20]2[N:21]=[C:22]3[CH:27]=[C:26]([CH3:28])[CH:25]=[CH:24][N:23]3[CH:29]=2)=[CH:10][C:9]=1[OH:8]. Reported procedure: A solution of 2-[2-(3-benzyloxy-4-nitrophenyl)vinyl]-7-methylimidazo[1,2-a]pyridine in a mixture of methanol (300 ml) and tetrahydrofuran (300 ml) was hydrogenated over 10% palladium on carbon (5.0 g) under atmospheric pressure of hydrogen gas at ambient temperature. The catalyst was removed by filtration and the filtrate was evaporated in vacuo. The residue was triturated with diethyl ether to give a precipitate which was collected by filtration and dried to give 2-[2-(4-amino-3-hydroxyphenyl)e... Starting materials: IC=1C=C(C(=O)OC)C=CC1 (Methyl 3-iodobenzoate), O.NN (hydrazine hydrate), O (water). Solvent: C(C)O (ethanol). The product is IC=1C=C(C(=O)NN)C=CC1 (3-Iodobenzohydrazide). RXN SMILES: [I:1][C:2]1[CH:3]=[C:4]([CH:9]=[CH:10][CH:11]=1)[C:5](OC)=[O:6].O.[NH2:13][NH2:14].O>C(O)C>[I:1][C:2]1[CH:3]=[C:4]([CH:9]=[CH:10][CH:11]=1)[C:5]([NH:13][NH2:14])=[O:6] |f:1.2|. Procedure: To Methyl 3-iodobenzoate (25.0 g, 95.41 mmol) in ethanol (120.0 ml) was added hydrazine hydrate (50.0 ml). The reaction mixture was reflux for 18 hours. Heating was stopped and then water (300.0 ml) was added. After cooling down to room temperature, white solid was appeared. The white product solid was collected by filtration. The product was washed with water and dried under vacuum. Final white pure product was obtained in 23.0 g (92.0%). 1H NMR (400 MHz, DMSO-d6, δ): 9.85 (s, br, 1H, NH), 8.14... Starting materials: C1(=CC=C(C=C1)S(=O)(=O)OS(=O)(=O)C1=CC=C(C=C1)C)C (p-toluenesulfonic anhydride), C(C)(C)(C)OC(=O)N[C@@H](CC(=O)OCC1=CC=CC=C1)CO (Benzyl (3S)-3-[(tert-butoxycarbonyl)amino]-4-hydroxybutanoate), C1(=CC=CC=C1)C (toluene), C1(=CC=C(C=C1)S(=O)(=O)OS(=O)(=O)C1=CC=C(C=C1)C)C (p-toluenesulfonic anhydride), N1=CC=CC=C1 (Pyridine). The solvent is ClCCl (dichloromethane), ClC(C)Cl (dichloroethane). Reaction conditions: temperature 0 celsius, time 1 hour. The product is O=C1OC[C@@H](N1)CC(=O)OCC1=CC=CC=C1 (Benzyl [(4S)-2-oxo-1,3-oxazolidin-4-yl]acetate). Reaction SMILES: C(O[C:6]([NH:8][C@H:9]([CH2:21][OH:22])[CH2:10][C:11]([O:13][CH2:14][C:15]1[CH:20]=[CH:19][CH:18]=[CH:17][CH:16]=1)=[O:12])=[O:7])(C)(C)C.C1(C)C=CC=CC=1.N1C=CC=CC=1.C1(C)C=CC(S(OS(C2C=CC(C)=CC=2)(=O)=O)(=O)=O)=CC=1>ClC(Cl)C.ClCCl>[O:7]=[C:6]1[NH:8][C@@H:9]([CH2:10][C:11]([O:13][CH2:14][C:15]2[CH:16]=[CH:17][CH:18]=[CH:19][CH:20]=2)=[O:12])[CH2:21][O:22]1. Procedure: The alcohol 2 (500 mg, 1.616 mmol) was azeotroped with toluene, and then dissolved in dichloroethane (5 mL). Pyridine (1.44 mL, 17.78 mmol) was added and the mixture was cooled to 0° C. Anhydrous p-toluenesulfonic anhydride (580 mg, 1.778 mmol) was added and the mixture was warmed to room temperature and stirred for 1 hour. A condenser was adapted to the reaction flask and the mixture heated to 90° C. for two hours. Added additional 0.5 equivalents (290 mg) of p-toluenesulfonic anhydride and hea... Solvent: C(Cl)Cl (methylene chloride). The reagents and catalysts are CN(C1=CC=NC=C1)C (4-dimethylaminopyridine). Reactants: C(C)C1C(CCC(C(OC(C2CCCCN2C(C(C2(C(CC(C(C(CC(CC(=C1)C)C)OC)O2)OC)C)O)=O)=O)=O)C(=CC2CC(C(CC2)O)OCC)C)C)=O (17-Ethyl-1-hydroxy-12-[2'-(4"-hydroxy-3"-ethoxycyclohexyl)-1'-methylvinyl]-23,25-dimethoxy-13,19,21,27-tetramethyl-11,28-dioxa-4-azatricyclo[22.3.1.04,9 ]octacos-18-ene-2,3,10,16-tetraone), C(C)(C)N(CC)C(C)C (diisopropylethylamine), [N+](=O)([O-])C1=C(C=CC=C1)S(=O)(=O)Cl (2-nitrobenzenesulonyl chloride). Procedure details: To a solution of 17-ethyl-1-hydroxy-12-[2'-(4"-hydroxy-3"-ethoxycyclohexyl)-1'-methylvinyl]-23,25-dimethoxy-13,19,21,27-tetramethyl-11,28-dioxa-4-azatricyclo[22.3.1.04,9 ]octacos-18-ene-2,3,10,16-tetraone (200 mg, Example 46) in dry methylene chloride (2 ml) is added diisopropylethylamine (150 μl) followed by 2-nitrobenzenesulonyl chloride (60 mg), then 4-dimethylaminopyridine (27 mg). The yellow solution is stirred at room temperature under nitrogen atmosphere for 4 h, then quenched with sat'd ... Yields the product C(C)C1C(CCC(C(OC(C2CCCCN2C(C(C2(C(CC(C(C(CC(CC(=C1)C)C)OC)O2)OC)C)O)=O)=O)=O)C(=CC2CC(C(CC2)OS(=O)(=O)C2=C(C=CC=C2)[N+](=O)[O-])OCC)C)C)=O (17-Ethyl-1-hydroxy-12-[2'-[4"-(2"'-nitrobenzenesulfonyloxy)-3"-ethoxycyclohexyl]-1'-methylvinyl]-23,25-dimethoxy-13,19,21,27-tetramethyl-11,28-dioxa-4-azatricyclo[22.3.1.04,9 ]octacos-18-ene-2,3,10,16-tetraone). RXN SMILES: [CH2:1]([CH:3]1[CH:29]=[C:28]([CH3:30])[CH2:27][CH:26]([CH3:31])[CH2:25][CH:24]([O:32][CH3:33])[CH:23]2[O:34][C:19]([OH:38])([CH:20]([CH3:37])[CH2:21][CH:22]2[O:35][CH3:36])[C:18](=[O:39])[C:17](=[O:40])[N:16]2[CH:11]([CH2:12][CH2:13][CH2:14][CH2:15]2)[C:10](=[O:41])[O:9][CH:8]([C:42]([CH3:54])=[CH:43][CH:44]2[CH2:49][CH2:48][CH:47]([OH:50])[CH:46]([O:51][CH2:52][CH3:53])[CH2:45]2)[CH:7]([CH3:55])[CH2:6][CH2:5][C:4]1=[O:56])[CH3:2].C(N(C(C)C)CC)(C)C.[N+:66]([C:69]1[CH:74]=[CH:73][CH:72]=[CH:71][C:70]=1[S:75](Cl)(=[O:77])=[O:76])([O-:68])=[O:67]>C(Cl)Cl.CN(C)C1C=CN=CC=1>[CH2:1]([CH:3]1[CH:29]=[C:28]([CH3:30])[CH2:27][CH:26]([CH3:31])[CH2:25][CH:24]([O:32][CH3:33])[CH:23]2[O:34][C:19]([OH:38])([CH:20]([CH3:37])[CH2:21][CH:22]2[O:35][CH3:36])[C:18](=[O:39])[C:17](=[O:40])[N:16]2[CH:11]([CH2:12][CH2:13][CH2:14][CH2:15]2)[C:10](=[O:41])[O:9][CH:8]([C:42]([CH3:54])=[CH:43][CH:44]2[CH2:49][CH2:48][CH:47]([O:50][S:75]([C:70]3[CH:71]=[CH:72][CH:73]=[CH:74][C:69]=3[N+:66]([O-:68])=[O:67])(=[O:76])=[O:77])[CH:46]([O:51][CH2:52][CH3:53])[CH2:45]2)[CH:7]([CH3:55])[CH2:6][CH2:5][C:4]1=[O:56])[CH3:2]. Run at time 4 hour. The reactants are O=C([O-])[O-], C=CCC1(c2ccccc2F)CCN(C(C)c2ccc(Br)cc2)C(=O)O1, C1COCCO1, [Cs+], [Cs+], OB(O)c1ccc(F)cc1. Yields the product C=CCC1(c2ccccc2F)CCN(C(C)c2ccc(-c3ccc(F)cc3)cc2)C(=O)O1. Reaction SMILES: [C:37](=[O:38])([O-:39])[O-:40].[CH2:1]([CH:2]=[CH2:3])[C:4]1([c:20]2[c:21]([F:26])[cH:22][cH:23][cH:24][cH:25]2)[CH2:5][CH2:6][N:7]([CH:11]([CH3:12])[c:13]2[cH:14][cH:15][c:16]([Br:19])[cH:17][cH:18]2)[C:8](=[O:10])[O:9]1.[CH2:43]1[O:44][CH2:45][CH2:46][O:47][CH2:48]1.[Cs+:41].[Cs+:42].[OH:27][B:28]([OH:29])[c:30]1[cH:31][cH:32][c:33]([F:34])[cH:35][cH:36]1>>[CH2:1]([CH:2]=[CH2:3])[C:4]1([c:20]2[c:21]([F:26])[cH:22][cH:23][cH:24][cH:25]2)[CH2:5][CH2:6][N:7]([CH:11]([CH3:12])[c:13]2[cH:14][cH:15][c:16](-[c:30]3[cH:31][cH:32][c:33]([F:34])[cH:35][cH:36]3)[cH:17][cH:18]2)[C:8](=[O:10])[O:9]1. Reactants: O=C([O-])[O-], O=C1CNCC2CCCN12, CS(C)=O, [Cl-], Cc1cc(F)ccc1-c1cc(Cl)ncc1N(C)C(=O)C(C)(C)c1cc(C(F)(F)F)cc(C(F)(F)F)c1, [K+], [K+], [NH4+]. Product: Cc1cc(F)ccc1-c1cc(N2CC(=O)N3CCCC3C2)ncc1N(C)C(=O)C(C)(C)c1cc(C(F)(F)F)cc(C(F)(F)F)c1. RXN SMILES: [C:47](=[O:48])([O-:49])[O-:50].[CH2:37]1[CH:38]2[N:39]([C:40](=[O:43])[CH2:41][NH:42]1)[CH2:44][CH2:45][CH2:46]2.[CH3:55][S:56]([CH3:57])=[O:58].[Cl-:53].[F:1][C:2]([c:3]1[cH:4][c:5]([C:13]([C:14](=[O:15])[N:16]([CH3:17])[c:18]2[cH:19][n:20][c:21]([Cl:32])[cH:22][c:23]2-[c:24]2[c:25]([CH3:31])[cH:26][c:27]([F:30])[cH:28][cH:29]2)([CH3:33])[CH3:34])[cH:6][c:7]([C:9]([F:10])([F:11])[F:12])[cH:8]1)([F:35])[F:36].[K+:51].[K+:52].[NH4+:54]>>[F:1][C:2]([c:3]1[cH:4][c:5]([C:13]([C:14](=[O:15])[N:16]([CH3:17])[c:18]2[cH:19][n:20][c:21]([N:42]3[CH2:37][CH:38]4[N:39]([C:40](=[O:43])[CH2:41]3)[CH2:44][CH2:45][CH2:46]4)[cH:22][c:23]2-[c:24]2[c:25]([CH3:31])[cH:26][c:27]([F:30])[cH:28][cH:29]2)([CH3:33])[CH3:34])[cH:6][c:7]([C:9]([F:10])([F:11])[F:12])[cH:8]1)([F:35])[F:36]. Reactants: BrC=1C=CC=2N(C1)N=C(C2)C(C)(C)C (6-bromo-2-tert-butyl-pyrazolo[1,5-a]pyridine), C1(=CC=CC=C1)C#C (phenylacetylene). Yields the product C(C)(C)(C)C1=NN2C(C=CC(=C2)C#CC2=CC=CC=C2)=C1 (2-tert-Butyl-6-phenylethynyl-pyrazolo[1,5-a]pyridine). As a reaction SMILES: Br[C:2]1[CH:3]=[CH:4][C:5]2[N:6]([N:8]=[C:9]([C:11]([CH3:14])([CH3:13])[CH3:12])[CH:10]=2)[CH:7]=1.[C:15]1([C:21]#[CH:22])[CH:20]=[CH:19][CH:18]=[CH:17][CH:16]=1>>[C:11]([C:9]1[CH:10]=[C:5]2[CH:4]=[CH:3][C:2]([C:22]#[C:21][C:15]3[CH:20]=[CH:19][CH:18]=[CH:17][CH:16]=3)=[CH:7][N:6]2[N:8]=1)([CH3:14])([CH3:13])[CH3:12]. Procedure details: The title compound, a white solid, MS: m/e=275.4 (M+H+), can be prepared in accordance with the general method of example 1 from 6-bromo-2-tert-butyl-pyrazolo[1,5-a]pyridine (example 41, step 3) and phenylacetylene.